Dataset: the Open Reaction Database (ORD), a public repository of structured organic reaction records. Task: describe an organic reaction: reactants, conditions, products, and yield Reactants: C(C1=CC=CC=C1)OC1=CC=C(C=C1)CC(C(=O)OC)O (methyl 3-(4-benzyloxyphenyl)-2-hydroxypropanoate), ice, C(=O)[O-].[NH4+] (ammonium formate). The reagents and catalysts are [Pd] (Palladium charcoal). Solvent: CO (methanol), CO (methanol). Yields the product OC(C(=O)OC)CC1=CC=C(C=C1)O (Methyl 2-hydroxy-3-(4-hydroxyphenyl)propanoate). As a reaction SMILES: C([O:8][C:9]1[CH:14]=[CH:13][C:12]([CH2:15][CH:16]([OH:21])[C:17]([O:19][CH3:20])=[O:18])=[CH:11][CH:10]=1)C1C=CC=CC=1.C([O-])=O.[NH4+]>CO.[Pd]>[OH:21][CH:16]([CH2:15][C:12]1[CH:11]=[CH:10][C:9]([OH:8])=[CH:14][CH:13]=1)[C:17]([O:19][CH3:20])=[O:18] |f:1.2|. Reported procedure: A solution of methyl 3-(4-benzyloxyphenyl)-2-hydroxypropanoate (c.f. International Patent Appl., Publication No. WO 9101337) (5.72 g) in methanol (120 mL was added to an ice cooled suspension of 10% Palladium charcoal (1.90 g) in methanol (30 mL) under a nitrogen atmosphere. Solid ammonium formate (6.4 g) was added and the mixture heated at reflux for 15 minutes, then allowed to cool to room temperature. The catalyst was removed by filtering the reaction mixture through diatomaceous earth and th... Reactants: C(C)(C)(C)OC(=O)N1CCC(CC1)CC1=C(C=CC=C1)C(=O)OC (4-(2-methoxycarbonyl-benzyl)-piperidine-1-carboxylic acid tert-butyl ester), [OH-].[Na+] (NaOH), Cl (HCl). The solvent is CCO (EtOH). Run at temperature 60 celsius, time 16 hour. Yields the product C(C)(C)(C)OC(=O)N1CCC(CC1)CC1=C(C=CC=C1)C(=O)O (4-(2-carboxy-benzyl)-piperidine-1-carboxylic acid tert-butyl ester). Isolated yield 93.3%. RXN SMILES: [C:1]([O:5][C:6]([N:8]1[CH2:13][CH2:12][CH:11]([CH2:14][C:15]2[CH:20]=[CH:19][CH:18]=[CH:17][C:16]=2[C:21]([O:23]C)=[O:22])[CH2:10][CH2:9]1)=[O:7])([CH3:4])([CH3:3])[CH3:2].[OH-].[Na+].Cl>CCO>[C:1]([O:5][C:6]([N:8]1[CH2:13][CH2:12][CH:11]([CH2:14][C:15]2[CH:20]=[CH:19][CH:18]=[CH:17][C:16]=2[C:21]([OH:23])=[O:22])[CH2:10][CH2:9]1)=[O:7])([CH3:4])([CH3:2])[CH3:3] |f:1.2|. Procedure details: A mixture of 4-(2-methoxycarbonyl-benzyl)-piperidine-1-carboxylic acid tert-butyl ester (330 mg; 0.99 mmol; 1 eq.) and 1M NaOH (2 mL; 2 mmol; 2 eq.) in EtOH (3 mL) was stirred at 60° C. for 16 hours. The pH was made acidic with 1M HCl and the mixture extracted with DCM (2×). The combined organic phase was dried over magnesium sulfate and concentrated in vacuo to afford the title compound (295 mg, 93%) as a white solid. HPLC (max plot) 99.8%; Rt 4.40 min. 1H NMR (300 MHz, CDCl3) δ 11.17 (s, 1H), ... Starting materials: IC[C@H]1C=CC2=C(C(N1)=O)C=CC=C2 ((R)-3-iodomethyl-2,3-dihydrobenzo[c]azepin-1-one), C(C1=CC=CC=C1)OC1=C(C=CC(=C1)I)N1CC(N(S1(=O)=O)CC[Si](C)(C)C)=O (5-(2-benzyloxy-4-iodophenyl)-1,1-dioxo-2-(2-trimethylsilanylethyl)-1,2,5-thiadiazolidin-3-one). The product is C(C1=CC=CC=C1)OC=1C=C(C[C@H]2C=CC3=C(C(N2)=O)C=CC=C3)C=CC1N1S(N(C(C1)=O)CC[Si](C)(C)C)(=O)=O ((S)-3-{3-Benzyloxy-4-[1,1,4-trioxo-5-(2-trimethylsilanylethyl)-1,2,5-thiadiazolidin-2-yl]-benzyl}-2,3-dihydrobenzo[c]azepin-1-one). As a reaction SMILES: I[CH2:2][C@@H:3]1[NH:9][C:8](=[O:10])[C:7]2[CH:11]=[CH:12][CH:13]=[CH:14][C:6]=2[CH:5]=[CH:4]1.[CH2:15]([O:22][C:23]1[CH:28]=[C:27](I)[CH:26]=[CH:25][C:24]=1[N:30]1[S:34](=[O:36])(=[O:35])[N:33]([CH2:37][CH2:38][Si:39]([CH3:42])([CH3:41])[CH3:40])[C:32](=[O:43])[CH2:31]1)[C:16]1[CH:21]=[CH:20][CH:19]=[CH:18][CH:17]=1>>[CH2:15]([O:22][C:23]1[CH:28]=[C:27]([CH:26]=[CH:25][C:24]=1[N:30]1[CH2:31][C:32](=[O:43])[N:33]([CH2:37][CH2:38][Si:39]([CH3:40])([CH3:41])[CH3:42])[S:34]1(=[O:35])=[O:36])[CH2:2][C@@H:3]1[NH:9][C:8](=[O:10])[C:7]2[CH:11]=[CH:12][CH:13]=[CH:14][C:6]=2[CH:5]=[CH:4]1)[C:16]1[CH:21]=[CH:20][CH:19]=[CH:18][CH:17]=1. Reported procedure: The title compound is prepared from (R)-3-iodomethyl-2,3-dihydrobenzo[c]azepin-1-one and 5-(2-benzyloxy-4-iodophenyl)-1,1-dioxo-2-(2-trimethylsilanylethyl)-1,2,5-thiadiazolidin-3-one analogous to the method used in Example 57, step B. Reported procedure: tert-Butyl acrylate (31.2 mL, 210 mmol), diisopropylethylamine (19.4 mL, 110 mmol) and P(o-tolyl)3 (3.2 g, 10.5 mmol) were successively added to a suspension of 6-bromo-3,4-dihydro-1H-1,8-naphthyridin-2-one (11.9 g, 52.5 mmol; which may be prepared as described in D1, Step 5) in propionitrile (83 mL) and dimethylformamide (46 mL). The resulting mixture was then purged with argon prior to the addition of palladium acetate (1.2 g, 5.2 mmol). The mixture was purged with argon again and refluxed ove... Reagents/catalysts: C(C)(=O)[O-].[Pd+2].C(C)(=O)[O-] (palladium acetate). As a reaction SMILES: [C:1]([O:5][C:6]([CH3:9])([CH3:8])[CH3:7])(=[O:4])[CH:2]=[CH2:3].C(N(C(C)C)CC)(C)C.CC1C=CC=CC=1P(C1C=CC=CC=1C)C1C=CC=CC=1C.Cl.[O:42]=[C:43]1[NH:52][C:51]2[N:50]=[CH:49][C:48](/C=C/C(O)=O)=[CH:47][C:46]=2[CH2:45][CH2:44]1>C(#N)CC.CN(C)C=O.C([O-])(=O)C.[Pd+2].C([O-])(=O)C>[O:42]=[C:43]1[NH:52][C:51]2[N:50]=[CH:49][C:48](/[CH:3]=[CH:2]/[C:1]([O:5][C:6]([CH3:9])([CH3:8])[CH3:7])=[O:4])=[CH:47][C:46]=2[CH2:45][CH2:44]1 |f:3.4,7.8.9|. Reactants: C(C=C)(=O)OC(C)(C)C (tert-Butyl acrylate), C(C)(C)N(CC)C(C)C (diisopropylethylamine), CC1=C(C=CC=C1)P(C2=C(C=CC=C2)C)C3=C(C=CC=C3)C (P(o-tolyl)3), Cl.O=C1CCC=2C=C(C=NC2N1)/C=C/C(=O)O ((E)-3-(7-Oxo-5,6,7,8-tetrahydro-1,8-naphthyridin-3-yl)-acrylic acid hydrochloride). Product: O=C1CCC=2C=C(C=NC2N1)/C=C/C(=O)OC(C)(C)C (tert-Butyl(E)-3-(7-Oxo-5,6,7,8-tetrahydro-1,8-naphthyridin-3-yl)-acrylate), solid. Isolated yield 40.0%. Run in C(CC)#N (propionitrile), CN(C=O)C (dimethylformamide). Procedure: To a suspension of 620 mg (2.9 mmol) of 4-hydroxy-1,8-naphthalic anhydride (from Example S3) and 1.60 g (53.0 mmol) of paraformaldehyde in 20 mL dioxane was added 5.2 mL of concentrated sulfuric acid. The reaction mixture was refluxed for 1 hour and quenched with 100 mL water. The precipitate was isolated, dried, recrystallized from DMSO, washed with acetone, and dried again to yield 0.50 g of the title compound. Reaction SMILES: [CH:1]1[CH:10]=[C:9]2[C:11]([O:13][C:14](=[O:15])[C:7]3=[C:8]2[C:3](=[C:4]([OH:16])[CH:5]=[CH:6]3)[CH:2]=1)=[O:12].C=O.S(=O)(=O)(O)O.[O:24]1[CH2:29]COC[CH2:25]1>>[CH:2]1[C:3]2[C:8]3[C:9]([C:11](=[O:12])[O:13][C:14](=[O:15])[C:7]=3[CH:6]=[C:5]3[C:4]=2[O:16][CH2:29][O:24][CH2:25]3)=[CH:10][CH:1]=1. The product is C1=CC=C2C(OC(C=3C=C4COCOC4=C1C23)=O)=O (8H-5,9,11-Trioxabenzo[de]anthracene-4,6-dione). Starting materials: C1=CC2=C(C=CC3=C2C(=C1)C(=O)OC3=O)O (4-hydroxy-1,8-naphthalic anhydride), O1CCOCC1 (dioxane), C=O (paraformaldehyde), S(O)(O)(=O)=O (sulfuric acid). Procedure: Reactions were carried out generally in accordance with Example 1, except that trifluoromethanesulfonyl chloride was replaced by perfluorohexanesulfonyl chloride and styrene was replaced, respcetively, by 1-hexene (Example 15), 1-heptene (Example 16) and 1-octene (Example 17), whereby 1-butyl-1-chloro-2-perfluorohexylethane (Example 15), 1-heptyl-1-chloro-2-perfluorohexylethane (Example 16) and 1-hexyl-1-chloro-2-perfluorohexylethane (Example 17) were obtained, respectively, at a yield of 63%, 6... Starting materials: FC(S(=O)(=O)Cl)(F)F (trifluoromethanesulfonyl chloride), FC(C(C(C(C(C(F)(F)F)(F)F)(F)F)(F)F)(F)F)(S(=O)(=O)Cl)F (perfluorohexanesulfonyl chloride), C=CC1=CC=CC=C1 (styrene). Product: C=CCCCC (1-hexene), C=CCCCCC (1-heptene), C=CCCCCCC (1-octene), 1-hexyl-1-chloro-2-perfluorohexylethane. RXN SMILES: FC(F)(F)S(Cl)(=O)=O.F[C:10](F)(S(Cl)(=O)=O)[C:11](F)(F)[C:12](F)(F)[C:13](F)(F)[C:14](F)(F)[C:15](F)(F)F.[CH2:32]=[CH:33][C:34]1[CH:39]=[CH:38][CH:37]=[CH:36][CH:35]=1>>[CH2:10]=[CH:11][CH2:12][CH2:13][CH2:14][CH3:15].[CH2:32]=[CH:33][CH2:34][CH2:35][CH2:36][CH2:37][CH3:38].[CH2:32]=[CH:33][CH2:34][CH2:35][CH2:36][CH2:37][CH2:38][CH3:39]. Product: CC1=C(N=C(O1)C1=CC=CC=C1)COC=1C=C(C=NC1)COC1=CC=C(C=C1)CC(=O)O (2-[4-[5-[(5-methyl-2-phenyl-4-oxazolyl)methoxy]-3-pyridylmethoxy]phenyl]acetic acid). Reactants: Cl (hydrochloric acid), CC1=C(N=C(O1)C1=CC=CC=C1)COC=1C=C(C=NC1)COC1=CC=C(C=C1)CC(=O)OC (methyl 2-[4-[5-[(5-methyl-2-phenyl-4-oxazolyl)methoxy]-3-pyridylmethoxy]phenyl]acetate), O1CCCC1 (tetrahydrofuran), [OH-].[Na+] (sodium hydroxide). Isolated yield 93.6%. Procedure details: To a mixture of methyl 2-[4-[5-[(5-methyl-2-phenyl-4-oxazolyl)methoxy]-3-pyridylmethoxy]phenyl]acetate (1.50 g), tetrahydrofuran (6 mL) and methanol (6 mL) was added a 1N aqueous sodium hydroxide solution (6 mL) and the mixture was stirred at room temperature for 2 hrs. Dilute hydrochloric acid was added to acidify the reaction mixture, and the mixture was extracted with ethyl acetate. The organic layer was washed with saturated brine, dried over anhydrous magnesium sulfate and concentrated to g... As a reaction SMILES: [CH3:1][C:2]1[O:6][C:5]([C:7]2[CH:12]=[CH:11][CH:10]=[CH:9][CH:8]=2)=[N:4][C:3]=1[CH2:13][O:14][C:15]1[CH:16]=[C:17]([CH2:21][O:22][C:23]2[CH:28]=[CH:27][C:26]([CH2:29][C:30]([O:32]C)=[O:31])=[CH:25][CH:24]=2)[CH:18]=[N:19][CH:20]=1.O1CCCC1.[OH-].[Na+].Cl>CO>[CH3:1][C:2]1[O:6][C:5]([C:7]2[CH:8]=[CH:9][CH:10]=[CH:11][CH:12]=2)=[N:4][C:3]=1[CH2:13][O:14][C:15]1[CH:16]=[C:17]([CH2:21][O:22][C:23]2[CH:24]=[CH:25][C:26]([CH2:29][C:30]([OH:32])=[O:31])=[CH:27][CH:28]=2)[CH:18]=[N:19][CH:20]=1 |f:2.3|. Solvent: CO (methanol). Conditions: time 2 hour.